Dataset: the Open Reaction Database (ORD), a public repository of structured organic reaction records. Task: describe an organic reaction: reactants, conditions, products, and yield Reactants: NC1=C(C(=NO1)C)Br (5-amino-4-bromo-3-methylisoxazole), [H-].[Na+] (sodium hydride), Cl (hydrochloric acid), C(C)(C)(C)C1=CC=C(C=C1)S(=O)(=O)Cl (4-tert-butylbenzenesulfonyl chloride), [H-].[Na+] (sodium hydride). The solvent is O (water), C1CCOC1 (THF), C1CCOC1 (THF), CO (methanol). Reaction conditions: time 10 minute. Yields the product C(C)(C)(C)C1=CC=C(C=C1)S(=O)(=O)NC1=C(C(=NO1)C)Br (4-tert-Butyl-N-(4-bromo-3-methyl-5-isoxazolyl)benzenesulfonamide). Isolated yield 21.0%. Reaction SMILES: [NH2:1][C:2]1[O:6][N:5]=[C:4]([CH3:7])[C:3]=1[Br:8].[H-].[Na+].[C:11]([C:15]1[CH:20]=[CH:19][C:18]([S:21](Cl)(=[O:23])=[O:22])=[CH:17][CH:16]=1)([CH3:14])([CH3:13])[CH3:12].Cl>C1COCC1.O.CO>[C:11]([C:15]1[CH:20]=[CH:19][C:18]([S:21]([NH:1][C:2]2[O:6][N:5]=[C:4]([CH3:7])[C:3]=2[Br:8])(=[O:23])=[O:22])=[CH:17][CH:16]=1)([CH3:14])([CH3:12])[CH3:13] |f:1.2|. Procedure: A solution of 5-amino-4-bromo-3-methylisoxazole (354 mg, 2.0 mmol) in dry THF (1 ml) was added to a suspension of sodium hydride (60% dispersion in mineral oil, 188 mg, 4.4 mmol) in dry THF (1 ml) at 0°-5° C. After stirring at 0°-5° C. for 10 min., the reaction was warmed to room temperature for 10 min. to complete the reaction. The reaction mixture was re-cooled to 0° C. and 4-tert-butylbenzenesulfonyl chloride (512 mg, 2.2 mmol) was added slowly. Stirring was continued for 20 min. at 0°-5° C. ... The reactants are SC1=C(C(=O)O)C=CC=N1 (2-mercaptonicotinic acid), C1(=CC=C(C=C1)S(=O)(=O)CCO)C (2-(p-toluenesulfonyl)-ethanol), OS(=O)(=O)O (H2SO4). Run in CN(C)C=O (DMF). Conditions: time 8 hour. Product: S(=O)(=O)(C1=CC=C(C)C=C1)CCSC1=C(C(=O)O)C=CC=N1 (2-(2-tosylethylthio)nicotinic acid). The yield is 14.9%. Reaction SMILES: [SH:1][C:2]1[N:10]=[CH:9][CH:8]=[CH:7][C:3]=1[C:4]([OH:6])=[O:5].[C:11]1([CH3:23])[CH:16]=[CH:15][C:14]([S:17]([CH2:20][CH2:21]O)(=[O:19])=[O:18])=[CH:13][CH:12]=1.OS(O)(=O)=O>CN(C=O)C>[S:17]([CH2:20][CH2:21][S:1][C:2]1[N:10]=[CH:9][CH:8]=[CH:7][C:3]=1[C:4]([OH:6])=[O:5])([C:14]1[CH:15]=[CH:16][C:11]([CH3:23])=[CH:12][CH:13]=1)(=[O:19])=[O:18]. Procedure details: A solution of 7.3 g (47 mmol) of 2-mercaptonicotinic acid and 9.6 g (48 mmol) of 2-(p-toluenesulfonyl)-ethanol was dissolved in DMF (80 ml). 0.5 ml of conc. H2SO4 was then carefully added dropwise, and stirring was carried out overnight under reflux. The reaction mixture was concentrated using a Genevac (EZ2). The residue was dissolved in acetonitrile and the solid was separated off. The mother liquor was concentrated, and MeOH was added. The resulting solid was filtered off and dried. 2.35 g (7... Starting materials: compound 139, Cl.ClC=1C=C(C=2N(C1)C(=C(N2)C2=CC=C(C=C2)C)CCl)Cl (6,8-dichloro-3-(chloromethyl)-2-p-tolylimidazo[1,2-a]pyridine hydrochloride), CC1=NC(=NC(=C1)C)N (4,6-dimethylpyrimidin-2-amine). Yields the product ClC=1C=C(C=2N(C1)C(=C(N2)C2=CC=C(C=C2)C)CNC2=NC(=CC(=N2)C)C)Cl ((6,8-Dichloro-2-p-tolyl-imidazo[1,2-a]pyridin-3-ylmethyl)-(4,6-dimethyl-pyrimidin-2-yl)-amine). As a reaction SMILES: Cl.[Cl:2][C:3]1[CH:4]=[C:5]([Cl:21])[C:6]2[N:7]([C:9]([CH2:19]Cl)=[C:10]([C:12]3[CH:17]=[CH:16][C:15]([CH3:18])=[CH:14][CH:13]=3)[N:11]=2)[CH:8]=1.[CH3:22][C:23]1[CH:28]=[C:27]([CH3:29])[N:26]=[C:25]([NH2:30])[N:24]=1>>[Cl:2][C:3]1[CH:4]=[C:5]([Cl:21])[C:6]2[N:7]([C:9]([CH2:19][NH:30][C:25]3[N:26]=[C:27]([CH3:29])[CH:28]=[C:23]([CH3:22])[N:24]=3)=[C:10]([C:12]3[CH:17]=[CH:16][C:15]([CH3:18])=[CH:14][CH:13]=3)[N:11]=2)[CH:8]=1 |f:0.1|. Procedure details: The title compound was prepared according to Method A and the experimentals described for compound 139 from 6,8-dichloro-3-(chloromethyl)-2-p-tolylimidazo[1,2-a]pyridine hydrochloride and 4,6-dimethylpyrimidin-2-amine. m/e+ 412 for C21H20Cl2N5 [M+H]+; 1H-NMR (400 MHz, CDCl3) δ 8.85 (d, J=1.4 Hz, 1H), 7.64 (d, J=8.0 Hz, 2H), 7.48 (d, J=7.7 Hz, 1H), 7.25 (d, J=8.0 Hz, 2H), 7.14 (d, J=7.7 Hz, 1H), 6.41 (s, 1H), 5.02 (s, 2H), 2.40 (s, 3H), 2.36 (s, 3H), 2.33 (s, 3H) ppm. Run at time 1.5 hour. Isolated yield 47.2%. As a reaction SMILES: [C:1]([O:5][C:6]([NH:8][C:9]1[C:10]([CH3:22])=[N:11][N:12]2[C:16](C(O)=O)=[C:15]([S:20][CH3:21])[S:14][C:13]=12)=[O:7])([CH3:4])([CH3:3])[CH3:2].[OH-].[K+].[Br:25]Br>C(=O)([O-])[O-].[Ag+2].C(Cl)(Cl)Cl>[C:1]([O:5][C:6](=[O:7])[NH:8][C:9]1[C:10]([CH3:22])=[N:11][N:12]2[C:16]([Br:25])=[C:15]([S:20][CH3:21])[S:14][C:13]=12)([CH3:4])([CH3:3])[CH3:2] |f:1.2,4.5|. The reactants are C(C)(C)(C)OC(=O)NC=1C(=NN2C1SC(=C2C(=O)O)SC)C (7-[(tert-butoxycarbonyl)amino]-6-methyl-2-(methylthio)pyrazolo[5,1-b][1,3]thiazole-3-carboxylic acid), [OH-].[K+] (potassium hydroxide), BrBr (bromine). Reported procedure: To an aqueous solution (10 mL) of 7-[(tert-butoxycarbonyl)amino]-6-methyl-2-(methylthio)pyrazolo[5,1-b][1,3]thiazole-3-carboxylic acid (180 mg, 0.53 mmol), were added potassium hydroxide (34.7 mg, 0.53 mmol) and silver carbonate (93.6 mg, 0.55 mmol), and the mixture was stirred at room temperature for 1.5 hours. The solid was filtered, washed with water, and then dried. To a mixture of the obtained solid and carbon tetrachloride (3.6 mL) was added bromine (29.6 μL, 0.58 mmol), and the mixture wa... The product is C(C)(C)(C)OC(NC=1C(=NN2C1SC(=C2Br)SC)C)=O (tert-Butyl[3-bromo-6-methyl-2-(methylthio)pyrazolo[5,1-b][1,3]thiazol-7-yl]carbamate). The reagents and catalysts are C([O-])([O-])=O.[Ag+2] (silver carbonate). The solvent is C(Cl)(Cl)Cl (chloroform).